From a dataset of the Open Reaction Database (ORD), a public repository of structured organic reaction records. describe an organic reaction: reactants, conditions, products, and yield Starting materials: N1=CC=CC=C1 (pyridine), FC(S(=O)(=O)OS(=O)(=O)C(F)(F)F)(F)F (trifluoromethanesulfonic anhydride), P(OCC1=CC=CC=C1)(OCC1=CC=CC=C1)[O-] (dibenzyl phosphite), C=O (formaldehyde), TEA. The solvent is CCCCCC.C(C)(=O)OCC (hexane ethyl acetate), C1CCOC1 (THF). Conditions: temperature -78 celsius, time 1 hour. The product is P(OCC1=CC=CC=C1)(OCC1=CC=CC=C1)=O.OS(=O)(=O)C(F)(F)F (triflate dibenzyl phosphonate). Yield: 42.0%. As a reaction SMILES: [P:1]([O-:18])([O:10][CH2:11][C:12]1[CH:17]=[CH:16][CH:15]=[CH:14][CH:13]=1)[O:2][CH2:3][C:4]1[CH:9]=[CH:8][CH:7]=[CH:6][CH:5]=1.C=O.N1C=CC=CC=1.[F:27][C:28]([F:41])([F:40])[S:29]([O:32]S(C(F)(F)F)(=O)=O)(=[O:31])=[O:30]>C1COCC1.CCCCCC.C(OCC)(=O)C>[PH:1](=[O:18])([O:10][CH2:11][C:12]1[CH:17]=[CH:16][CH:15]=[CH:14][CH:13]=1)[O:2][CH2:3][C:4]1[CH:9]=[CH:8][CH:7]=[CH:6][CH:5]=1.[OH:32][S:29]([C:28]([F:41])([F:40])[F:27])(=[O:31])=[O:30] |f:5.6,7.8|. Procedure details: To a solution of dibenzyl phosphite 50.2 (100 g, 381 mmol) and formaldehyde (37% in water, 65 mL, 860 mmol) in THF (200 mL) was added TEA (5 mL, 36 mmol). The resulted mixture was stirred for 1 h, and then concentrated under reduced pressure. The residue was dissolved in methylene chloride and hexane (1:1, 300 mL), dried over sodium sulfate, filtered through a pad of silica gel (600 g) and eluted with ethyl acetate and hexane (1:1). The filtrate was concentrated under reduced pressure. The resid... Yields the product C1(=C(C=CC=C1)NC(OC1CCN(CC1)CCN(C)C(CCCCCNC=1C=C2CCN(CC2=CC1)CCCN(C)C(=O)OC(C)(C)C)=O)=O)C1=CC=CC=C1 (1-{2-[{6-[(2-{3-([tert-Butoxycarbonyl)(methyl)amino]propyl}-1,2,3,4-tetrahydroisoquinolin-6-yl)amino]hexanoyl}(methyl)amino]ethyl}piperidin-4-yl biphenyl-2-ylcarbamate). Reactants: C1(=C(C=CC=C1)NC(OC1CCN(CC1)CCN(C(CCCCCNC=1C=C2CCNCC2=CC1)=O)C)=O)C1=CC=CC=C1 (1-(2-{Methyl[6-(1,2,3,4-tetrahydroisoquinolin-6-ylamino)hexanoyl]amino}ethyl)piperidin-4-yl biphenyl-2-ylcarbamate), CN(C(OC(C)(C)C)=O)CCC=O (tert-butyl methyl(3-oxopropyl)carbamate). Procedure: The compound (47 mg, 78.6 μmol) obtained in Example 63b and tert-butyl methyl(3-oxopropyl)carbamate (Bioorg. Med. Chem., 12, 19, 2004, 5147-5160) (18 mg, 94.3 μmol) were used to give the title compound (48 mg; yield, 79%) as a colorless oily substance according to the method described in Example 41a. RXN SMILES: [C:1]1([C:39]2[CH:44]=[CH:43][CH:42]=[CH:41][CH:40]=2)[CH:6]=[CH:5][CH:4]=[CH:3][C:2]=1[NH:7][C:8](=[O:38])[O:9][CH:10]1[CH2:15][CH2:14][N:13]([CH2:16][CH2:17][N:18]([CH3:37])[C:19](=[O:36])[CH2:20][CH2:21][CH2:22][CH2:23][CH2:24][NH:25][C:26]2[CH:27]=[C:28]3[C:33](=[CH:34][CH:35]=2)[CH2:32][NH:31][CH2:30][CH2:29]3)[CH2:12][CH2:11]1.[CH3:45][N:46]([CH2:54][CH2:55][CH:56]=O)[C:47](=[O:53])[O:48][C:49]([CH3:52])([CH3:51])[CH3:50]>>[C:1]1([C:39]2[CH:44]=[CH:43][CH:42]=[CH:41][CH:40]=2)[CH:6]=[CH:5][CH:4]=[CH:3][C:2]=1[NH:7][C:8](=[O:38])[O:9][CH:10]1[CH2:11][CH2:12][N:13]([CH2:16][CH2:17][N:18]([C:19](=[O:36])[CH2:20][CH2:21][CH2:22][CH2:23][CH2:24][NH:25][C:26]2[CH:27]=[C:28]3[C:33](=[CH:34][CH:35]=2)[CH2:32][N:31]([CH2:56][CH2:55][CH2:54][N:46]([C:47]([O:48][C:49]([CH3:50])([CH3:52])[CH3:51])=[O:53])[CH3:45])[CH2:30][CH2:29]3)[CH3:37])[CH2:14][CH2:15]1. The yield is 79.4%. The reactants are CCOC(=O)c1cnc2c(Br)cccc2c1O, CC(=O)O, CCOC(C)=O, C1COCCO1, O=P(Cl)(Cl)Cl, [Zn]. Product: CCOC(=O)c1cnc2c(Br)cccc2c1. RXN SMILES: [C:1](=[O:2])([O:3][CH2:4][CH3:5])[c:6]1[cH:7][n:8][c:9]2[c:10]([Br:17])[cH:11][cH:12][cH:13][c:14]2[c:15]1[OH:16].[CH3:23][C:24](=[O:25])[OH:26].[CH3:27][CH2:28][O:29][C:30](=[O:31])[CH3:32].[O:33]1[CH2:34][CH2:35][O:36][CH2:37][CH2:38]1.[P:18]([Cl:19])([Cl:20])([Cl:21])=[O:22].[Zn:39]>>[C:1](=[O:2])([O:3][CH2:4][CH3:5])[c:6]1[cH:7][n:8][c:9]2[c:10]([Br:17])[cH:11][cH:12][cH:13][c:14]2[cH:15]1. RXN SMILES: [CH3:35][I:36].[nH:1]1[cH:2][cH:3][c:4]2[cH:5][cH:6][cH:7][c:8]([C:10](=[O:11])[N:12]3[CH2:13][CH:14]([CH2:21][N:22]4[CH2:23][CH2:24][CH:25]([c:28]5[cH:29][cH:30][c:31]([F:34])[cH:32][cH:33]5)[CH2:26][CH2:27]4)[CH:15]([C:17]([F:18])([F:19])[F:20])[CH2:16]3)[c:9]12>>[n:1]1([CH3:35])[cH:2][cH:3][c:4]2[cH:5][cH:6][cH:7][c:8]([C:10](=[O:11])[N:12]3[CH2:13][CH:14]([CH2:21][N:22]4[CH2:23][CH2:24][CH:25]([c:28]5[cH:29][cH:30][c:31]([F:34])[cH:32][cH:33]5)[CH2:26][CH2:27]4)[CH:15]([C:17]([F:18])([F:19])[F:20])[CH2:16]3)[c:9]12. Product: Cn1ccc2cccc(C(=O)N3CC(CN4CCC(c5ccc(F)cc5)CC4)C(C(F)(F)F)C3)c21. The reactants are CI, O=C(c1cccc2cc[nH]c12)N1CC(CN2CCC(c3ccc(F)cc3)CC2)C(C(F)(F)F)C1. Starting materials: C(C)(C)OC(=O)N1CCN(CC1)C=1C=CC=2N(N1)C(=CN2)Br (4-(3-bromo-imidazo[1,2-b]pyridazin-6-yl)-piperazine-1-carboxylic acid isopropyl ester), C1(=CC=CC=C1)B(O)O (phenyl boronic acid), O.[O-]P(=O)([O-])[O-].[K+].[K+].[K+] (potassium phosphate tribasic monohydrate), ClCCl (dichloromethane), N#N (N2), N#N (N2). The reagents and catalysts are C1=CC=C(C=C1)P([C-]2C=CC=C2)C3=CC=CC=C3.C1=CC=C(C=C1)P([C-]2C=CC=C2)C3=CC=CC=C3.Cl[Pd]Cl.[Fe+2] ([1,1′-bis(diphenylphosphino)ferrocene]dichloropalladium(II)). Run in COCCOC (1,2-dimethoxyethane), O (water). Reaction conditions: temperature 85 celsius. Yields the product Cl.C(C)(C)OC(=O)N1CCN(CC1)C=1C=CC=2N(N1)C(=CN2)C2=CC=CC=C2 (4-(3-phenyl-imidazo[1,2-b]pyridazin-6-yl)-piperazine-1-carboxylic acid isopropyl ester monohydrochloride salt). Isolated yield 384.7%. As a reaction SMILES: [CH:1]([O:4][C:5]([N:7]1[CH2:12][CH2:11][N:10]([C:13]2[CH:14]=[CH:15][C:16]3[N:17]([C:19](Br)=[CH:20][N:21]=3)[N:18]=2)[CH2:9][CH2:8]1)=[O:6])([CH3:3])[CH3:2].[C:23]1(B(O)O)[CH:28]=[CH:27][CH:26]=[CH:25][CH:24]=1.O.[O-]P([O-])([O-])=O.[K+].[K+].[K+].[Cl:41]CCl.N#N>COCCOC.C1C=CC(P(C2C=CC=CC=2)[C-]2C=CC=C2)=CC=1.C1C=CC(P(C2C=CC=CC=2)[C-]2C=CC=C2)=CC=1.Cl[Pd]Cl.[Fe+2].O>[ClH:41].[CH:1]([O:4][C:5]([N:7]1[CH2:12][CH2:11][N:10]([C:13]2[CH:14]=[CH:15][C:16]3[N:17]([C:19]([C:23]4[CH:28]=[CH:27][CH:26]=[CH:25][CH:24]=4)=[CH:20][N:21]=3)[N:18]=2)[CH2:9][CH2:8]1)=[O:6])([CH3:3])[CH3:2] |f:2.3.4.5.6,10.11.12.13,15.16|. Procedure details: To a mixture of 4-(3-bromo-imidazo[1,2-b]pyridazin-6-yl)-piperazine-1-carboxylic acid isopropyl ester (330.0 mg, 0.9 mmol), phenyl boronic acid [98-80-8] (131.4 mg, 1.1 mmol), potassium phosphate tribasic monohydrate [27176-10-9] (416.4 mg, 1.8 mmol), and [1,1′-bis(diphenylphosphino)ferrocene]dichloropalladium(II), complex with dichloromethane [95464-05-4] (77.1 mg, 0.1 mmol) contained in a 50 mL round bottomed flask was added a solution of 30% (v/v) water in 1,2-dimethoxyethane (25 mL) and a ma... Starting materials: ClCCCCCBr, Oc1ccc(C2=C(c3ccc(OC4CCCCO4)cc3)CCCc3cc(OC4CCCCO4)ccc32)cc1. The product is ClCCCCCOc1ccc(C2=C(c3ccc(OC4CCCCO4)cc3)CCCc3cc(OC4CCCCO4)ccc32)cc1. RXN SMILES: [Br:39][CH2:40][CH2:41][CH2:42][CH2:43][CH2:44][Cl:45].[O:1]1[CH:2]([O:7][c:8]2[cH:9][cH:10][c:11]3[c:12]([cH:38]2)[CH2:13][CH2:14][CH2:15][C:16]([c:25]2[cH:26][cH:27][c:28]([O:31][CH:32]4[O:33][CH2:34][CH2:35][CH2:36][CH2:37]4)[cH:29][cH:30]2)=[C:17]3[c:18]2[cH:19][cH:20][c:21]([OH:24])[cH:22][cH:23]2)[CH2:3][CH2:4][CH2:5][CH2:6]1>>[O:1]1[CH:2]([O:7][c:8]2[cH:9][cH:10][c:11]3[c:12]([cH:38]2)[CH2:13][CH2:14][CH2:15][C:16]([c:25]2[cH:26][cH:27][c:28]([O:31][CH:32]4[O:33][CH2:34][CH2:35][CH2:36][CH2:37]4)[cH:29][cH:30]2)=[C:17]3[c:18]2[cH:19][cH:20][c:21]([O:24][CH2:40][CH2:41][CH2:42][CH2:43][CH2:44][Cl:45])[cH:22][cH:23]2)[CH2:3][CH2:4][CH2:5][CH2:6]1. Reactants: ClCCN=C=O (2-chloroethyl isocyanate), O=C[C@H](O)[C@@H](O)[C@H](O)[C@H](O)CO (D-glucose), C(CC)N (n-propylamine), ether-n-hexane. Solvent: O1CCCC1 (tetrahydrofuran), C(=O)O (formic acid), CO (methanol), CO (methanol). Reaction conditions: temperature 60 celsius, time 1 hour. Yields the product ClCCNC(=O)N(C1[C@H](O)[C@@H](O)[C@H](O)[C@H](O1)CO)CCC (1-(2-chloroethyl)-3-n-propyl-3-D-glucopyranosylurea). Isolated yield 76.6%. As a reaction SMILES: O=[CH:2][C@@H:3]([C@H:5]([C@@H:7]([C@@H:9]([CH2:11][OH:12])[OH:10])[OH:8])[OH:6])[OH:4].[CH2:13]([NH2:16])[CH2:14][CH3:15].[Cl:17][CH2:18][CH2:19][N:20]=[C:21]=[O:22]>CO.O1CCCC1.C(O)=O>[Cl:17][CH2:18][CH2:19][NH:20][C:21]([N:16]([CH2:13][CH2:14][CH3:15])[CH:2]1[O:10][C@H:9]([CH2:11][OH:12])[C@@H:7]([OH:8])[C@H:5]([OH:6])[C@H:3]1[OH:4])=[O:22]. Procedure: A mixture of 3.6 g of D-glucose, 1.3 g of n-propylamine and 15 ml of methanol is heated at 60° C. for 30 minutes. The reaction mixture is condensed to dryness under reduced pressure and the residue is washed with ether, whereby 4.4 g of 1-n-propylamino-1-deoxy-D-glucose are obtained as a crude product. 4.4 g of said crude product are dissolved in 50 ml of methanol and a solution of 2.5 g of 2-chloroethyl isocyanate in 10 ml of tetrahydrofuran is added dropwise thereto at 0° to 5° C. The solution...